From a dataset of the Open Reaction Database (ORD), a public repository of structured organic reaction records. describe an organic reaction: reactants, conditions, products, and yield Starting materials: NC1=CC=C(C(=O)O)C=C1 (p-aminobenzoic acid), O.NN (hydrazine hydrate), Cl (hydrochloric acid), ClC(=O)OC1=CC=CC=C1 (phenyl chloroformate), ice water. Solvent: N1=CC=CC=C1 (pyridine), O (water), C(C)#N (acetonitrile). Conditions: time 2 hour. Yields the product C(=O)(O)C1=CC=C(C=C1)NC(NN)=O (4-(4-carboxyphenyl)semicarbazide). RXN SMILES: [NH2:1][C:2]1[CH:10]=[CH:9][C:5]([C:6]([OH:8])=[O:7])=[CH:4][CH:3]=1.ClC([O:14][C:15]1C=CC=CC=1)=O.O.[NH2:22][NH2:23].Cl>C(#N)C.O.N1C=CC=CC=1>[C:6]([C:5]1[CH:9]=[CH:10][C:2]([NH:1][C:15](=[O:14])[NH:22][NH2:23])=[CH:3][CH:4]=1)([OH:8])=[O:7] |f:2.3|. Procedure details: To a solution of 27 g of p-aminobenzoic acid in 100 ml of acetonitrile was slowly added drop-wise 25 ml of phenyl chloroformate under ice-cooling, followed by stirring at room temperature for 2 hours. To the solution was further added 16 ml of pyridine at room temperature, followed by stirring for 1 hour. After completion of the reaction, the reaction solution was poured into 1 l of ice-water to precipitate while crystals. The crystals were collected by filtration, washed twice with 50 ml of wat... Product: Cc1cccc(-c2sc(N)nc2C(=O)N2C(CN)CC3CC32)c1. As a reaction SMILES: [C:38]([O:39][CH3:40])([CH3:41])([CH3:42])[CH3:43].[CH3:44][OH:45].[CH3:46][CH2:47][O:48][C:49]([CH3:50])=[O:51].[K+:30].[K+:31].[NH2:1][c:2]1[s:3][c:4](-[c:23]2[cH:24][c:25]([CH3:29])[cH:26][cH:27][cH:28]2)[c:5]([C:7](=[O:8])[N:9]2[CH:10]3[CH2:11][CH:12]3[CH2:13][CH:14]2[CH2:15][NH:16][C:17](=[O:18])[C:19]([F:20])([F:21])[F:22])[n:6]1.[Na+:37].[O-:32][C:33]([O-:34])=[O:35].[OH-:36]>>[NH2:1][c:2]1[s:3][c:4](-[c:23]2[cH:24][c:25]([CH3:29])[cH:26][cH:27][cH:28]2)[c:5]([C:7](=[O:8])[N:9]2[CH:10]3[CH2:11][CH:12]3[CH2:13][CH:14]2[CH2:15][NH2:16])[n:6]1. The reactants are COC(C)(C)C, CO, CCOC(C)=O, [K+], [K+], Cc1cccc(-c2sc(N)nc2C(=O)N2C(CNC(=O)C(F)(F)F)CC3CC32)c1, [Na+], O=C([O-])[O-], [OH-]. The reactants are [Na] (sodium), C1(=CC=CC=C1)S(=O)(=O)N (benzenesulfonamide), C1(CCCC1)NC(=O)NC1CCCC1 (N,N'-dicyclopentyl-urea), N (ammonia). Run at temperature 220 celsius. Product: C1(CCCC1)NC(N)=O (N'-cyclopentyl-urea). RXN SMILES: [Na].C1(S(N)(=O)=O)C=CC=CC=1.[CH:12]1([NH:17][C:18]([NH:20]C2CCCC2)=[O:19])[CH2:16][CH2:15][CH2:14][CH2:13]1.N>>[CH:12]1([NH:17][C:18](=[O:19])[NH2:20])[CH2:16][CH2:15][CH2:14][CH2:13]1 |^1:0|. Reported procedure: 2 g of sodium salt of 4-(β-<2-methoxy-5-chlorobenzamido>-ethyl)-benzenesulfonamide and 2.2 g of N,N'-dicyclopentyl-urea (m.p. 248° - 249°C, prepared from cyclopentyl-isocyanate and cyclopentyl-amine) were well mixed in a mortar. The mixture was heated to 220°C for 10 minutes in an Erlenmeyer flask on a pre-heated oil bath. After cooling, the sintered reaction cake was treated with 0.5 %-ammonia. After filtration, the filtrate was acidified and a precipitate was obtained which was separated by su... The reactants are CC1(CC2(C(NC(N2)=O)=O)CC(N1C)(C)C)C (7,7,8,9,9-pentamethyl-1,3,8-triazaspiro[4.5]decane-2,4-dione), O1C(COC2CCC(CC2)C(C)(C)C2CCC(CC2)OCC2CO2)C1 (2,2-bis[4-(2,3-epoxypropoxy)cyclohexyl]propane). Yields the product OC(COC1CCC(CC1)C(C)(C)C1CCC(CC1)OCC(CN1C(NC2(C1=O)CC(N(C(C2)(C)C)C)(C)C)=O)O)CN2C(NC1(C2=O)CC(N(C(C1)(C)C)C)(C)C)=O (2,2-Bis{4-[2-hydroxy-3-(7,7,8,9,9-pentamethyl2,4-dioxo-1,3,8-triazaspiro[4.5]dec-3-yl)propoxy]cyclohexyl}propane), crystals. Reaction SMILES: [CH3:1][C:2]1([CH3:17])[N:13]([CH3:14])[C:12]([CH3:16])([CH3:15])[CH2:11][C:4]2([NH:8][C:7](=[O:9])[NH:6][C:5]2=[O:10])[CH2:3]1.O1CC1C[O:21][CH:22]1[CH2:27][CH2:26][CH:25]([C:28]([CH:31]2[CH2:36][CH2:35][CH:34]([O:37][CH2:38][CH:39]3[O:41][CH2:40]3)[CH2:33][CH2:32]2)([CH3:30])[CH3:29])[CH2:24][CH2:23]1>>[OH:21][CH:22]([CH2:27][N:6]1[C:5](=[O:10])[C:4]2([CH2:3][C:2]([CH3:17])([CH3:1])[N:13]([CH3:14])[C:12]([CH3:16])([CH3:15])[CH2:11]2)[NH:8][C:7]1=[O:9])[CH2:23][O:21][CH:22]1[CH2:27][CH2:26][CH:25]([C:28]([CH:31]2[CH2:32][CH2:33][CH:34]([O:37][CH2:38][CH:39]([OH:41])[CH2:40][N:6]3[C:5](=[O:10])[C:4]4([CH2:3][C:2]([CH3:17])([CH3:1])[N:13]([CH3:14])[C:12]([CH3:16])([CH3:15])[CH2:11]4)[NH:8][C:7]3=[O:9])[CH2:35][CH2:36]2)([CH3:30])[CH3:29])[CH2:24][CH2:23]1. Procedure: A mixture of 8 g of 7,7,8,9,9-pentamethyl-1,3,8-triazaspiro[4.5]decane-2,4-dione and 5 g of 2,2-bis[4-(2,3-epoxypropoxy)cyclohexyl]propane was heated at 180°-200° C. for 5 hours. The reaction mixture was then purified by column chromatography through silica gel eluted with a 60:10:1 by volume mixture of ethyl acetate, ethanol and triethylamine and then by recrystallisation from ethyl acetate, giving the desired compound in the form of white crystals melting at 130°-133° C. The reactants are C(C)OP(OCC)(=O)C(P(OCC)(OCC)=O)NC1=NC=C(C=C1)CCCSC(C)=O ([(5-(3-acetylthiopropyl)-2-pyridinyl)aminomethylene]bis[phosphonic acid] tetraethyl ester), III. Run in O (water). Product: C(C)(=O)SCCCC=1C=CC(=NC1)NC(P(O)(O)=O)P(O)(O)=O ([(5-(3-Acetylthiopropyl)-2-pyridinyl)aminomethylene]-bis[phosphonic acid]). As a reaction SMILES: C([O:3][P:4]([CH:9]([NH:18][C:19]1[CH:24]=[CH:23][C:22]([CH2:25][CH2:26][CH2:27][S:28][C:29](=[O:31])[CH3:30])=[CH:21][N:20]=1)[P:10](=[O:17])([O:14]CC)[O:11]CC)(=[O:8])[O:5]CC)C>O>[C:29]([S:28][CH2:27][CH2:26][CH2:25][C:22]1[CH:23]=[CH:24][C:19]([NH:18][CH:9]([P:10](=[O:11])([OH:17])[OH:14])[P:4](=[O:3])([OH:5])[OH:8])=[N:20][CH:21]=1)(=[O:31])[CH3:30]. Procedure details: [(5-(3-Acetylthiopropyl)-2-pyridinyl)aminomethylene]-bis[phosphonic acid] is prepared by heating [(5-(3-acetylthiopropyl)-2-pyridinyl)aminomethylene]bis[phosphonic acid] tetraethyl ester [prepared as described in Example A (part III) hereinbefore] at reflux in distilled water for 18 hours under an atmosphere of argon. The reaction mixture is concentrated under reduced pressure and the product is obtained by recrystallization from water and isopropanol. The reactants are stannous chloride dihydrate, [OH-].[Na+] (sodium hydroxide), ClC1=C(C(=CC(=C1)C(F)(F)F)[N+](=O)[O-])N1N=C(N=C1N(CC)CC)C(C)(C)C (1-(2-Chloro-6-nitro-4-trifluoromethylphenyl)-3-tertiary-butyl-5-diethylamino-1,2,4-triazole), O (water). Run in Cl (hydrochloric acid), CO (methanol). Reaction conditions: temperature 50 celsius, time 30 minute. The product is NC1=C(C(=CC(=C1)C(F)(F)F)Cl)N1N=C(N=C1N(CC)CC)C(C)(C)C (1-(2-amino-6-chloro-4-trifluoromethylphenyl)-3-tertiary-butyl-5-diethylamino-1,2,4-triazole). Yield: 46.7%. RXN SMILES: [Cl:1][C:2]1[CH:7]=[C:6]([C:8]([F:11])([F:10])[F:9])[CH:5]=[C:4]([N+:12]([O-])=O)[C:3]=1[N:15]1[C:19]([N:20]([CH2:23][CH3:24])[CH2:21][CH3:22])=[N:18][C:17]([C:25]([CH3:28])([CH3:27])[CH3:26])=[N:16]1.O.[OH-].[Na+]>CO.Cl>[NH2:12][C:4]1[CH:5]=[C:6]([C:8]([F:10])([F:11])[F:9])[CH:7]=[C:2]([Cl:1])[C:3]=1[N:15]1[C:19]([N:20]([CH2:23][CH3:24])[CH2:21][CH3:22])=[N:18][C:17]([C:25]([CH3:27])([CH3:26])[CH3:28])=[N:16]1 |f:2.3|. Reported procedure: 1-(2-Chloro-6-nitro-4-trifluoromethylphenyl)-3-tertiary-butyl-5-diethylamino-1,2,4-triazole (0.6g) was dissolved in methanol (20ml) and the solution warmed to 50° C. A solution of stannous chloride dihydrate (2.3g) in concentrated hydrochloric acid (20ml) was added with vigorous stirring. The reaction mixture was allowed to cool, then stirred at room temperature for 30 minutes and poured into water. The solution was basified to pH 8 with 2N sodium hydroxide solution, and then extracted with ethy... Reactants: [H-].[Na+] (sodium hydride), [Cl-].[NH4+] (ammonium chloride), FC(C1=CC(=NC=C1)C=1NOC(N1)=O)(F)F (3-(4-trifluoromethylpyridin-2-yl)-1,2,4-oxadiazol-5-one), FC=1C=C(C(=O)OCCl)C=CC1 (chloromethyl 3-fluorobenzoate). The solvent is CN(C=O)C (N,N-dimethylformamide). Conditions: time 15 minute. Yields the product FC=1C=C(C(=O)OCN2C(=NOC2=O)C2=NC=CC(=C2)C(F)(F)F)C=CC1 ([3-(4-trifluoromethylpyridin-2-yl)-1,2,4-oxadiazol-5-on-4-yl]methyl 3-fluorobenzoate). Isolated yield 24.1%. Reaction SMILES: [H-].[Na+].[F:3][C:4]([F:18])([F:17])[C:5]1[CH:10]=[CH:9][N:8]=[C:7]([C:11]2[NH:12][O:13][C:14](=[O:16])[N:15]=2)[CH:6]=1.[F:19][C:20]1[CH:21]=[C:22]([CH:28]=[CH:29][CH:30]=1)[C:23]([O:25][CH2:26]Cl)=[O:24].[Cl-].[NH4+]>CN(C)C=O>[F:19][C:20]1[CH:21]=[C:22]([CH:28]=[CH:29][CH:30]=1)[C:23]([O:25][CH2:26][N:15]1[C:14](=[O:16])[O:13][N:12]=[C:11]1[C:7]1[CH:6]=[C:5]([C:4]([F:3])([F:17])[F:18])[CH:10]=[CH:9][N:8]=1)=[O:24] |f:0.1,4.5|. Procedure: Into 2 ml of N,N-dimethylformamide was suspended 0.07 g of sodium hydride (60% oily), and 0.3 g of 3-(4-trifluoromethylpyridin-2-yl)-1,2,4-oxadiazol-5-one was added at room temperature. After stirring for 15 minutes, 0.35 g of chloromethyl 3-fluorobenzoate was added, and the mixture was stirred at 70° C. for 6 hours. The reaction solution was allowed to cool to room temperature, and poured into an aqueous saturated ammonium chloride solution, followed by extraction with ethyl acetate three times... Reactants: ClC=1C=C2C(=NC1)SC(N2CC(=O)O)=O (6-chloro-1-carboxymethyl-2-oxo-1,2-dihydrothiazolo[5,4-b]pyridine), ON1C(CCC1=O)=O (N-hydroxysuccinimide), CN(C=O)C (N,N-dimethylformamide), ice, N,N-dicyclohexylcarbodiimide. Reaction conditions: time 1 hour. Product: ClC=1C=C2C(=NC1)SC(N2CC(=O)N2CCNCC2)=O (6-choro-2-oxo-1-[(1-piperazinyl)carbonylmethyl]-1,2-dihydrothiazolo[5,4 -b]pyridine). RXN SMILES: [Cl:1][C:2]1[CH:3]=[C:4]2[N:10]([CH2:11][C:12]([OH:14])=O)[C:9](=[O:15])[S:8][C:5]2=[N:6][CH:7]=1.O[N:17]1[C:21](=O)[CH2:20][CH2:19][C:18]1=O.C[N:25](C)C=O>>[Cl:1][C:2]1[CH:3]=[C:4]2[N:10]([CH2:11][C:12]([N:17]3[CH2:21][CH2:20][NH:25][CH2:19][CH2:18]3)=[O:14])[C:9](=[O:15])[S:8][C:5]2=[N:6][CH:7]=1. Reported procedure: To an ice-cooled solution of a mixture of 6-chloro-1-carboxymethyl-2-oxo-1,2-dihydrothiazolo[5,4-b]pyridine (3.47 g) and N-hydroxysuccinimide (1.96 g) in N,N-dimethylformamide (20 ml) was gradually added N,N-dicyclohexylcarbodiimide (3.51 g). The mixture was stirred for 1 hour at ambient temperature and dicyclohexylurea that precipitated from the reaction mixture was removed by filtration. To a solution of piperazine (6.11 g) in N,N-dimethylformamide (80 ml) was added dropwise the filtrate for a... The reactants are OC(C)(C)C=1N=C(NC1C(=O)OCOC(C(C)(C)C)=O)CCC (pivaloyloxymethyl 4-(1-hydroxy-1-methylethyl)-2-propylimidazole-5-carboxylate), C(C1=CC=CC=C1)(C1=CC=CC=C1)(C1=CC=CC=C1)N1N=NN=C1C1=C(C=CC=C1)C1=CC=C(CBr)C=C1 (4-[2-(trityltetrazol-5-yl)phenyl]benzyl bromide), C([O-])([O-])=O.[K+].[K+] (potassium carbonate). Product: OC(C)(C)C=1N=C(N(C1C(=O)OCOC(C(C)(C)C)=O)CC1=CC=C(C=C1)C1=C(C=CC=C1)C1=NN=NN1C(C1=CC=CC=C1)(C1=CC=CC=C1)C1=CC=CC=C1)CCC (Pivaloyloxymethyl 4-(1-hydroxy-1-methylethyl)-2-propyl-1-{4-[2-(trityltetrazol-5-yl)phenyl]phenyl}methylimidazole-5-carboxylate). The yield is 48.8%. Reaction SMILES: [OH:1][C:2]([C:5]1[N:6]=[C:7]([CH2:21][CH2:22][CH3:23])[NH:8][C:9]=1[C:10]([O:12][CH2:13][O:14][C:15](=[O:20])[C:16]([CH3:19])([CH3:18])[CH3:17])=[O:11])([CH3:4])[CH3:3].[C:24]([N:43]1[C:47]([C:48]2[CH:53]=[CH:52][CH:51]=[CH:50][C:49]=2[C:54]2[CH:61]=[CH:60][C:57]([CH2:58]Br)=[CH:56][CH:55]=2)=[N:46][N:45]=[N:44]1)([C:37]1[CH:42]=[CH:41][CH:40]=[CH:39][CH:38]=1)([C:31]1[CH:36]=[CH:35][CH:34]=[CH:33][CH:32]=1)[C:25]1[CH:30]=[CH:29][CH:28]=[CH:27][CH:26]=1.C(=O)([O-])[O-].[K+].[K+]>>[OH:1][C:2]([C:5]1[N:6]=[C:7]([CH2:21][CH2:22][CH3:23])[N:8]([CH2:58][C:57]2[CH:56]=[CH:55][C:54]([C:49]3[CH:50]=[CH:51][CH:52]=[CH:53][C:48]=3[C:47]3[N:43]([C:24]([C:37]4[CH:42]=[CH:41][CH:40]=[CH:39][CH:38]=4)([C:31]4[CH:32]=[CH:33][CH:34]=[CH:35][CH:36]=4)[C:25]4[CH:30]=[CH:29][CH:28]=[CH:27][CH:26]=4)[N:44]=[N:45][N:46]=3)=[CH:61][CH:60]=2)[C:9]=1[C:10]([O:12][CH2:13][O:14][C:15](=[O:20])[C:16]([CH3:19])([CH3:18])[CH3:17])=[O:11])([CH3:4])[CH3:3] |f:2.3.4|. Procedure details: Following a procedure similar to that described in Example 61(a), but using 0.85 g of pivaloyloxymethyl 4-(1-hydroxy-1-methylethyl)-2-propylimidazole-5-carboxylate [prepared as described in Preparation 22(ii)], 1.52 g of 4-[2-(trityltetrazol-5-yl)phenyl]benzyl bromide and 0.72 g of potassium carbonate, 1.02 g of the title compound were obtained as an amorphous solid.